Dataset: the Open Reaction Database (ORD), a public repository of structured organic reaction records. Task: describe an organic reaction: reactants, conditions, products, and yield The reactants are O=C([O-])[O-], CCC(C)=O, CI, O=C(O)C(CCc1ccc(Cl)cc1)(Cn1cncn1)c1ccccc1, [K+], [K+], CN(C)C=O. The product is COC(=O)C(CCc1ccc(Cl)cc1)(Cn1cncn1)c1ccccc1. RXN SMILES: [C:1](=[O:2])([O-:3])[O-:4].[CH2:39]([C:40]([CH3:41])=[O:42])[CH3:43].[CH3:32][I:33].[Cl:7][c:8]1[cH:9][cH:10][c:11]([CH2:14][CH2:15][C:16]([C:17](=[O:18])[OH:19])([CH2:20][n:21]2[n:22][cH:23][n:24][cH:25]2)[c:26]2[cH:27][cH:28][cH:29][cH:30][cH:31]2)[cH:12][cH:13]1.[K+:5].[K+:6].[O:34]=[CH:35][N:36]([CH3:37])[CH3:38]>>[CH3:1][O:19][C:17]([C:16]([CH2:15][CH2:14][c:11]1[cH:10][cH:9][c:8]([Cl:7])[cH:13][cH:12]1)([CH2:20][n:21]1[n:22][cH:23][n:24][cH:25]1)[c:26]1[cH:27][cH:28][cH:29][cH:30][cH:31]1)=[O:18].